Dataset: the Open Reaction Database (ORD), a public repository of structured organic reaction records. Task: describe an organic reaction: reactants, conditions, products, and yield The reactants are N(=C=S)C1=C2C=C(N=CC2=CC=C1)C (5-Isothiocyanato-3-methylisoquinoline), OCC1CC2=C(CN1)C=CS2 ((RS)-6-hydroxymethyl-4,5,6,7-tetrahydrothieno[3,2-c]pyridine). Run in C(C)O (ethanol). Run at time 15 hour. The product is OCC1CC2=C(CN1C(NC1=C3C=C(N=CC3=CC=C1)C)=S)C=CS2 ((RS)-6-Hydroxymethyl-5-[(3-methylisoquinol-5-yl)thiocarbamoyl]-4,5,6,7-tetrahydrothieno[3,2-c]pyridine). The yield is 93.0%. RXN SMILES: [N:1]([C:4]1[CH:13]=[CH:12][CH:11]=[C:10]2[C:5]=1[CH:6]=[C:7]([CH3:14])[N:8]=[CH:9]2)=[C:2]=[S:3].[OH:15][CH2:16][CH:17]1[NH:22][CH2:21][C:20]2[CH:23]=[CH:24][S:25][C:19]=2[CH2:18]1>C(O)C>[OH:15][CH2:16][CH:17]1[N:22]([C:2](=[S:3])[NH:1][C:4]2[CH:13]=[CH:12][CH:11]=[C:10]3[C:5]=2[CH:6]=[C:7]([CH3:14])[N:8]=[CH:9]3)[CH2:21][C:20]2[CH:23]=[CH:24][S:25][C:19]=2[CH2:18]1. Procedure details: 5-Isothiocyanato-3-methylisoquinoline (5.1 g) is added to a solution of (RS)-6-hydroxymethyl-4,5,6,7-tetrahydrothieno[3,2-c]pyridine (3.4 g) in absolute ethanol (55 cc). After 15 hours at a temperature of about 20° C., the resulting crystals are filtered off, washed with diisopropyl ether and then dried at 60° C. under reduced pressure (0.1 mm Hg; 0.013 kPa). (RS)-6-Hydroxymethyl-5-[(3-methylisoquinol-5-yl)thiocarbamoyl]-4,5,6,7-tetrahydrothieno[3,2-c]pyridine (6.9 g), melting at 190° C., is thu...